From a dataset of the Open Reaction Database (ORD), a public repository of structured organic reaction records. describe an organic reaction: reactants, conditions, products, and yield The reactants are CCOC(=O)c1cc2cc([N+](=O)[O-])ccc2[nH]1, CCNCCN, Cc1ccccc1, CCOC(C)=O. The product is CCNCCNC(=O)c1cc2cc([N+](=O)[O-])ccc2[nH]1. As a reaction SMILES: [CH2:1]([O:2][C:4](=[O:5])[c:6]1[nH:7][c:8]2[cH:9][cH:10][c:11]([N+:15](=[O:16])[O-:17])[cH:12][c:13]2[cH:14]1)[CH3:3].[CH2:25]([CH3:26])[NH:27][CH2:28][CH2:29][NH2:30].[CH3:18][c:19]1[cH:20][cH:21][cH:22][cH:23][cH:24]1.[CH3:31][CH2:32][O:33][C:34](=[O:35])[CH3:36]>>[C:4](=[O:5])([c:6]1[nH:7][c:8]2[cH:9][cH:10][c:11]([N+:15](=[O:16])[O-:17])[cH:12][c:13]2[cH:14]1)[NH:30][CH2:29][CH2:28][NH:27][CH2:25][CH3:26]. Starting materials: C1C=CC2C1[C@H]3C[C@@H]2C=C3 (DCPD), C(CCC)OC(C=C)=O (butylacrylate), C1(O)=CC=C(O)C=C1 (hydroquinone). Reaction conditions: temperature 190 celsius. The product is C(CCC)OC(=O)C1C2C=CC(C1)C2 (5-norbornene-2-carboxylic acid butylester). The yield is 78.0%. RXN SMILES: [CH2:1]1[CH:5]2[C@@H:6]3C=C[C@H]([CH:4]2C=[CH:2]1)C3.[CH2:11]([O:15][C:16](=[O:19])[CH:17]=[CH2:18])[CH2:12][CH2:13][CH3:14].C1(C=CC(O)=CC=1)O>>[CH2:11]([O:15][C:16]([CH:17]1[CH2:4][CH:5]2[CH2:6][CH:18]1[CH:2]=[CH:1]2)=[O:19])[CH2:12][CH2:13][CH3:14]. Reported procedure: DCPD (dicyclopentadiene, Aldrich, 180 mL, 1.34 mol), butylacrylate (Junsei, 500 mL, 3.49 mol) and hydroquinone (2.7 g, 0.025 mol) were charged into a 2 L high-pressure autoclave, and the temperature was raised to 190° C. The resulting mixture was reacted for 5 hours with stirring at 300 rpm. After the reaction was completed, the reaction mixture was cooled and transferred to a distilling apparatus. The reaction mixture was distilled under a reduced pressure (1 torr) using a vacuum pump to yield ... Starting materials: [Cl-].[Ca+2].[Cl-] (calcium chloride), C(#N)NC(=N)N (N-cyanoguanidine), FC(C(=O)OC)(F)F (methyl trifluoroacetate), solution, C[O-].[Na+] (sodium methoxide), Cl (hydrochloric acid). The solvent is CO (methanol). The product is NC1=NC(=NC(=N1)OC)C(F)(F)F (2-Amino-4-methoxy-6-trifluoromethyl-1,3,5-triazine). RXN SMILES: [Cl-].[Ca+2].[Cl-].[C:4]([NH:6][C:7]([NH2:9])=[NH:8])#[N:5].[F:10][C:11]([F:17])([F:16])[C:12](OC)=O.[CH3:18][O-:19].[Na+].Cl>CO>[NH2:8][C:7]1[N:6]=[C:4]([O:19][CH3:18])[N:5]=[C:12]([C:11]([F:10])([F:16])[F:17])[N:9]=1 |f:0.1.2,5.6|. Procedure details: 56.6 g (0.5 mol) of calcium chloride (98%, powdered) and 210 g (2.5 mol) of N-cyanoguanidine are initially introduced into 2 l of methanol. The mixture is heated with stirring to reflux temperature and stirred under reflux for one hour, whereupon a homogeneous solution is obtained. The mixture is then cooled to room temperature and 640 g (5.0 mol) of methyl trifluoroacetate and then, in the course of 25 minutes, 450 g (2.5 mol) of a solution of sodium methoxide (30% by weight in methanol) are ad... Reactants: BrB(Br)Br, Cc1cc(-c2nc3ccc(C4(c5ccccc5)CC4)nc3s2)cc(C)c1OCc1ccccc1, ClCCl. Product: Cc1cc(-c2nc3ccc(C4(c5ccccc5)CC4)nc3s2)cc(C)c1O. Reaction SMILES: [B:1]([Br:2])([Br:3])[Br:4].[CH2:5]([c:6]1[cH:7][cH:8][cH:9][cH:10][cH:11]1)[O:12][c:13]1[c:14]([CH3:38])[cH:15][c:16](-[c:20]2[s:21][c:22]3[n:23][c:24]([C:29]4([c:32]5[cH:33][cH:34][cH:35][cH:36][cH:37]5)[CH2:30][CH2:31]4)[cH:25][cH:26][c:27]3[n:28]2)[cH:17][c:18]1[CH3:19].[Cl:39][CH2:40][Cl:41]>>[OH:12][c:13]1[c:14]([CH3:38])[cH:15][c:16](-[c:20]2[s:21][c:22]3[n:23][c:24]([C:29]4([c:32]5[cH:33][cH:34][cH:35][cH:36][cH:37]5)[CH2:30][CH2:31]4)[cH:25][cH:26][c:27]3[n:28]2)[cH:17][c:18]1[CH3:19].